This data is from the Open Reaction Database (ORD), a public repository of structured organic reaction records. The task is: describe an organic reaction: reactants, conditions, products, and yield Starting materials: Cl (HCl), FC1=C(C(=O)OCC)C=CC(=C1)NC(=O)C=1C=C2C(CC(OC2=C(C1)Br)(C)C)C1=CC=C(C=C1)C (ethyl 2-fluoro-4-[[(8-bromo-2,2-dimethyl-4-(4-methylphenyl)-6-chromanyl)carbonyl]amino]-benzoate), FC1=C(C(=O)OCC)C=CC(=C1)NC(=O)C=1C=C2C(CC(OC2=C(C1)Br)(C)C)C1=CC=C(C=C1)C (ethyl 2-fluoro-4-[[(8-bromo-2,2-dimethyl-4-(4-methylphenyl)-6-chromanyl)carbonyl]amino]-benzoate), [OH-].[Na+] (NaOH). Solvent: CCO (EtOH). Run at time 8 hour. Product: FC1=C(C(=O)O)C=CC(=C1)NC(=O)C=1C=C2C(CC(OC2=C(C1)Br)(C)C)C1=CC=C(C=C1)C (2-Fluoro-4-[[(8-bromo-2,2-dimethyl-4-(4-methylphenyl)-6-chromanyl)carbonyl]amino]-benzoic acid). The yield is 85.9%. As a reaction SMILES: [F:1][C:2]1[CH:12]=[C:11]([NH:13][C:14]([C:16]2[CH:17]=[C:18]3[C:23](=[C:24]([Br:26])[CH:25]=2)[O:22][C:21]([CH3:28])([CH3:27])[CH2:20][CH:19]3[C:29]2[CH:34]=[CH:33][C:32]([CH3:35])=[CH:31][CH:30]=2)=[O:15])[CH:10]=[CH:9][C:3]=1[C:4]([O:6]CC)=[O:5].[OH-].[Na+].Cl>CCO>[F:1][C:2]1[CH:12]=[C:11]([NH:13][C:14]([C:16]2[CH:17]=[C:18]3[C:23](=[C:24]([Br:26])[CH:25]=2)[O:22][C:21]([CH3:28])([CH3:27])[CH2:20][CH:19]3[C:29]2[CH:30]=[CH:31][C:32]([CH3:35])=[CH:33][CH:34]=2)=[O:15])[CH:10]=[CH:9][C:3]=1[C:4]([OH:6])=[O:5] |f:1.2|. Reported procedure: To a solution of ethyl 2-fluoro-4-[[(8-bromo-2,2-dimethyl-4-(4-methylphenyl)-6-chromanyl)carbonyl]amino]-benzoate (Compound 221, 135 mg, 0.25 mmol) in EtOH (5 mL) was added 20% aqueous NaOH (2 mL). The reaction mixture was stirred at room temperature overnight and acidified to pH 4 with 10% aqueous HCl. The EtOH was removed under reduced pressure and ethyl acetate and water were added to the residue. The organic layer was separated and washed with saturated NaHCO3, saturated aqueous NaCl, and dr...